This data is from the Open Reaction Database (ORD), a public repository of structured organic reaction records. The task is: describe an organic reaction: reactants, conditions, products, and yield As a reaction SMILES: Cl[C:2]1[S:6][C:5]([S:7]([N:10]2[CH2:15][CH2:14][CH2:13][CH2:12][CH2:11]2)(=[O:9])=[O:8])=[CH:4][C:3]=1[N+:16]([O-:18])=[O:17].[NH:19]1[CH2:24][CH2:23][CH:22]([C:25]([OH:27])=[O:26])[CH2:21][CH2:20]1.CN1C(=O)CCC1>O>[N+:16]([C:3]1[CH:4]=[C:5]([S:7]([N:10]2[CH2:15][CH2:14][CH2:13][CH2:12][CH2:11]2)(=[O:9])=[O:8])[S:6][C:2]=1[N:19]1[CH2:24][CH2:23][CH:22]([C:25]([OH:27])=[O:26])[CH2:21][CH2:20]1)([O-:18])=[O:17]. The solvent is O (water). Reaction conditions: temperature 85 celsius, time 1 hour. Reactants: ClC1=C(C=C(S1)S(=O)(=O)N1CCCCC1)[N+](=O)[O-] (1-(5-chloro-4-nitrothiophene-2-sulfonyl)piperidine), N1CCC(CC1)C(=O)O (piperidine-4-carboxylic acid), CN1CCCC1=O (NMP). Procedure details: The mixture of 310 mg of 1-(5-chloro-4-nitrothiophene-2-sulfonyl)piperidine, 250 mg of piperidine-4-carboxylic acid and 3 ml of NMP is stirred at 85° C. for 1 h, cooled, diluted with 15 ml of water and stirred. The precipitate is filtered off with suction, washed with water and recrystallized from isopropanol/water (4:1). Product: [N+](=O)([O-])C1=C(SC(=C1)S(=O)(=O)N1CCCCC1)N1CCC(CC1)C(=O)O (1-(3-Nitro-5-piperidine-1-sulfonylthiophen-2-yl)piperidine-4-carboxylic acid). Reactants: Cl.C(C1=CC=CC=C1)N1C[C@H](CC1)NS(=O)(=O)C1=CC=C(C=C1)C ((S)-1-Benzyl-3-(p-toluenesulfonyl-amino)pyrrolidine hydrochloride), C1(=CC=CC=C1)O (phenol), Br (hydrogen bromide). The solvent is C(C)(=O)O (acetic acid). Product: N[C@@H]1CN(CC1)CC1=CC=CC=C1 ((S)-3-amino-1-benzylpyrrolidine). RXN SMILES: Cl.[CH2:2]([N:9]1[CH2:13][CH2:12][C@H:11]([NH:14]S(C2C=CC(C)=CC=2)(=O)=O)[CH2:10]1)[C:3]1[CH:8]=[CH:7][CH:6]=[CH:5][CH:4]=1.C1(O)C=CC=CC=1.Br>C(O)(=O)C>[NH2:14][C@H:11]1[CH2:12][CH2:13][N:9]([CH2:2][C:3]2[CH:8]=[CH:7][CH:6]=[CH:5][CH:4]=2)[CH2:10]1 |f:0.1|. Reported procedure: (S)-1-Benzyl-3-(p-toluenesulfonyl-amino)pyrrolidine hydrochloride (40.0 g), phenol (12.0 g) and 30% hydrogen bromide in acetic acid (200 mL) were combined and heated in a sealed flask at 105° C. to 125° C. for a period of 55 minutes. The resulting red solution was concentrated under vacuum to remove excess acetic acid and hydrogen bromide and the thick oil dissolved in water (500 mL) and toluene (150 mL). The layers were separated and the aqueous layer extracted with toluene (50 mL) and diethyl ... Starting materials: ClC1=C(OC=2C=CC=C(C2O)C)C=CC=C1 (6-(2-chlorophenoxy)-o-cresol), C(C)(=O)OC(C)=O (acetic anhydride). The solvent is C(C)(=O)O (acetic acid). Yields the product C(C)(=O)OC1=C(C=CC=C1C)OC1=C(C=CC=C1)Cl (2-chlorophenyl 2-acetoxy-3-methylphenyl ether). Reaction SMILES: [Cl:1][C:2]1[CH:16]=[CH:15][CH:14]=[CH:13][C:3]=1[O:4][C:5]1[CH:6]=[CH:7][CH:8]=[C:9]([CH3:12])[C:10]=1[OH:11].[C:17](OC(=O)C)(=[O:19])[CH3:18]>C(O)(=O)C>[C:17]([O:11][C:10]1[C:9]([CH3:12])=[CH:8][CH:7]=[CH:6][C:5]=1[O:4][C:3]1[CH:13]=[CH:14][CH:15]=[CH:16][C:2]=1[Cl:1])(=[O:19])[CH3:18]. Procedure: A mixture of 6-(2-chlorophenoxy)-o-cresol (0.3 g), acetic acid (5 ml) and acetic anhydride (5 ml) was refluxed under heating for 7 hours. The reaction mixture was evaporated, and the oily residue was dissolved in diethyl ether, washed with an aqueous solution of sodium bicarbonate, dried over magnesium sulfate and then evaporated to give oily 2-chlorophenyl 2-acetoxy-3-methylphenyl ether (0.4 g). The reactants are FC=1C=C(C=C(C1)F)S(=O)(=O)Cl (3,5-difluoro-benzenesulfonyl chloride), Cl.Cl.C(C)OC(=O)N1N=C2C(=C1NC(C1=C(C=C(C=C1)N1CCN(CC1)C)[N+](=O)[O-])=O)CNC2(C)C (6,6-dimethyl-3-[4-(4-methyl-piperazin-1-yl)-2-nitro-benzoylamino]-5,6-dihydro-4H-pyrrolo[3,4-c]pyrazole-2-carboxylic acid ethyl ester dihydrochloride), C(C)(C)N(C(C)C)CC (N,N-diisopropylethylamine). The solvent is ClCCl (dichloromethane), ClCCl (dichloromethane). Conditions: time 4 hour. The product is C(C)OC(=O)N1N=C2C(=C1NC(C1=C(C=C(C=C1)N1CCN(CC1)C)[N+](=O)[O-])=O)CN(C2(C)C)S(=O)(=O)C2=CC(=CC(=C2)F)F (5-(3,5-difluoro-benzenesulfonyl)-6,6-dimethyl-3-[4-(4-methyl-piperazin-1-yl)-2-nitro-benzoylamino]-5,6-dihydro-4H-pyrrolo[3,4-c]pyrazole-2-carboxylic acid ethyl ester), solid. Isolated yield 65.0%. Reaction SMILES: [F:1][C:2]1[CH:3]=[C:4]([S:9](Cl)(=[O:11])=[O:10])[CH:5]=[C:6]([F:8])[CH:7]=1.Cl.Cl.[CH2:15]([O:17][C:18]([N:20]1[C:24]([NH:25][C:26](=[O:43])[C:27]2[CH:32]=[CH:31][C:30]([N:33]3[CH2:38][CH2:37][N:36]([CH3:39])[CH2:35][CH2:34]3)=[CH:29][C:28]=2[N+:40]([O-:42])=[O:41])=[C:23]2[CH2:44][NH:45][C:46]([CH3:48])([CH3:47])[C:22]2=[N:21]1)=[O:19])[CH3:16].C(N(CC)C(C)C)(C)C>ClCCl>[CH2:15]([O:17][C:18]([N:20]1[C:24]([NH:25][C:26](=[O:43])[C:27]2[CH:32]=[CH:31][C:30]([N:33]3[CH2:38][CH2:37][N:36]([CH3:39])[CH2:35][CH2:34]3)=[CH:29][C:28]=2[N+:40]([O-:42])=[O:41])=[C:23]2[CH2:44][N:45]([S:9]([C:4]3[CH:3]=[C:2]([F:1])[CH:7]=[C:6]([F:8])[CH:5]=3)(=[O:11])=[O:10])[C:46]([CH3:47])([CH3:48])[C:22]2=[N:21]1)=[O:19])[CH3:16] |f:1.2.3|. Procedure details: 3,5-difluoro-benzenesulfonyl chloride (1 eq., 3.9 g, 18.4 mmol) was added portion-wise to a stirred solution of 6,6-dimethyl-3-[4-(4-methyl-piperazin-1-yl)-2-nitro-benzoylamino]-5,6-dihydro-4H-pyrrolo[3,4-c]pyrazole-2-carboxylic acid ethyl ester dihydrochloride (10 g, 18.4 mmol) and N,N-diisopropylethylamine (6 eq, 19.3 mL, 110.4 mmol) in dry dichloromethane (100 mL) at room temperature. Stirring was continued for about 4 hours. The reaction mixture was diluted with dichloromethane (100 mL) then...